Task: describe an organic reaction: reactants, conditions, products, and yield. Dataset: the Open Reaction Database (ORD), a public repository of structured organic reaction records Starting materials: FC1=C(C=CC(=C1)CS(=O)(=O)C)C=1C=C2C(=CN1)OC(C2)C2CCN(CC2)C#N (4-[5-(2-fluoro-4-methanesulfonylmethyl-phenyl)-2,3-dihydro-furo[2,3-c]pyridin-2-yl]-piperidine-1-carbonitrile), Cl.NO (hydroxylamine hydrochloride), Intermediate 11. The product is FC1=C(C=CC(=C1)CS(=O)(=O)C)C=1C=C2C(=CN1)OC(C2)C2CCN(CC2)C(=N)NO (4-[5-(2-Fluoro-4-methanesulfonylmethyl-phenyl)-2,3-dihydro-furo[2,3-c]pyridin-2-yl]-N-hydroxy-piperidine-1-carboxamidine). Reaction SMILES: [F:1][C:2]1[CH:7]=[C:6]([CH2:8][S:9]([CH3:12])(=[O:11])=[O:10])[CH:5]=[CH:4][C:3]=1[C:13]1[CH:14]=[C:15]2[CH2:21][CH:20]([CH:22]3[CH2:27][CH2:26][N:25]([C:28]#[N:29])[CH2:24][CH2:23]3)[O:19][C:16]2=[CH:17][N:18]=1.Cl.[NH2:31][OH:32]>>[F:1][C:2]1[CH:7]=[C:6]([CH2:8][S:9]([CH3:12])(=[O:11])=[O:10])[CH:5]=[CH:4][C:3]=1[C:13]1[CH:14]=[C:15]2[CH2:21][CH:20]([CH:22]3[CH2:27][CH2:26][N:25]([C:28]([NH:31][OH:32])=[NH:29])[CH2:24][CH2:23]3)[O:19][C:16]2=[CH:17][N:18]=1 |f:1.2|. Procedure details: The title compound is prepared from 4-[5-(2-fluoro-4-methanesulfonylmethyl-phenyl)-2,3-dihydro-furo[2,3-c]pyridin-2-yl]-piperidine-1-carbonitrile and hydroxylamine hydrochloride following a procedure analogous to that described for Intermediate 11. LC (method 6): tR=0.90 min; Mass spectrum (ESI+): m/z=449 [M+H]+. The reactants are N1=CC(=CC2=CC=CC=C12)C(=O)OCC (ethyl quinoline-3-carboxylate), [H-].[K+] (potassium hydride), ethyl 3-[3-(N-benzoyl)piperidyl]propionate, suspension. Product: N1=CC(=CC2=CC=CC=C12)C(CCC1CNCCC1)=O (1-(3-quinolyl)-3-(3-piperidyl)-1-propanone). The yield is 100.0%. Reaction SMILES: [N:1]1[C:10]2[C:5](=[CH:6][CH:7]=[CH:8][CH:9]=2)[CH:4]=[C:3]([C:11]([O:13]CC)=O)[CH:2]=1.[H-].[K+]>>[N:1]1[C:10]2[C:5](=[CH:6][CH:7]=[CH:8][CH:9]=2)[CH:4]=[C:3]([C:11](=[O:13])[CH2:7][CH2:6][CH:5]2[CH2:4][CH2:3][CH2:2][NH:1][CH2:10]2)[CH:2]=1 |f:1.2|. Procedure: The operation is as in Example 1, but starting from 4.5 g of ethyl quinoline-3-carboxylate, 6 g of ethyl 3-[3-(N-benzoyl)piperidyl]propionate and 13 ml of a 20% suspension of potassium hydride in oil. 3 g of crude 1-(3-quinolyl)-3-(3-piperidyl)-1-propanone are obtained. Starting materials: OC=1C=CC=C2C(=CC(=NC12)C)OCC1=NC=CC=C1 (8-hydroxy-2-methyl-4-(2-pyridylmethoxy)quinoline), O (water), [H-].[Na+] (sodium hydride), CS(=O)(=O)OCC1=C(C(=CC=C1Cl)N(C(CN1C(C=2C(C1=O)=CC=CC2)=O)=O)C)Cl (2,6-dichloro-3-[N-methyl-N-(phthalimidoacetyl)amino]benzyl methanesulfonate). Run in CN(C=O)C (N,N-dimethylformamide), ice water, CN(C=O)C (N,N-dimethylformamide), CN(C=O)C (N,N-dimethylformamide), ice water. Run at time 30 minute. Product: ClC1=C(COC=2C=CC=C3C(=CC(=NC23)C)OCC2=NC=CC=C2)C(=CC=C1N(C(CN1C(C=2C(C1=O)=CC=CC2)=O)=O)C)Cl (8-[2,6-dichloro-3-[N-methyl-N-(phthalimidoacetyl)amino]benzyloxy]-2-methyl-4-(2-pyridylmethoxy)quinoline). The yield is 56.7%. As a reaction SMILES: [H-].[Na+].[OH:3][C:4]1[CH:5]=[CH:6][CH:7]=[C:8]2[C:13]=1[N:12]=[C:11]([CH3:14])[CH:10]=[C:9]2[O:15][CH2:16][C:17]1[CH:22]=[CH:21][CH:20]=[CH:19][N:18]=1.CS(O[CH2:28][C:29]1[C:34]([Cl:35])=[CH:33][CH:32]=[C:31]([N:36]([CH3:51])[C:37](=[O:50])[CH2:38][N:39]2[C:43](=[O:44])[C:42]3=[CH:45][CH:46]=[CH:47][CH:48]=[C:41]3[C:40]2=[O:49])[C:30]=1[Cl:52])(=O)=O.O>CN(C)C=O>[Cl:52][C:30]1[C:31]([N:36]([CH3:51])[C:37](=[O:50])[CH2:38][N:39]2[C:40](=[O:49])[C:41]3=[CH:48][CH:47]=[CH:46][CH:45]=[C:42]3[C:43]2=[O:44])=[CH:32][CH:33]=[C:34]([Cl:35])[C:29]=1[CH2:28][O:3][C:4]1[CH:5]=[CH:6][CH:7]=[C:8]2[C:13]=1[N:12]=[C:11]([CH3:14])[CH:10]=[C:9]2[O:15][CH2:16][C:17]1[CH:22]=[CH:21][CH:20]=[CH:19][N:18]=1 |f:0.1|. Reported procedure: To a suspension of sodium hydride (59.5 mg) in N,N-dimethylformamide (0.5 ml) was added a solution of 8-hydroxy-2-methyl-4-(2-pyridylmethoxy)quinoline (600 mg) in N,N-dimethylformamide (5 ml) in ice water bath under nitrogen atmosphere, and the mixture was stirred for 30 minutes at the same condition. To the mixture was dropwise added a solution of 2,6-dichloro-3-[N-methyl-N-(phthalimidoacetyl)amino]benzyl methanesulfonate (1 g) in N,N-dimethylformamide (25 ml) in ice water bath under nitrogen a... The reactants are N1=CC=CC=C1 (pyridine), OC(C1=CC=CC=C1)P(OC)(OC)=O (dimethyl [hydroxy(phenyl)methyl]phosphonate), S(=O)(Br)Br (Thionyl bromide). Run in C(Cl)Cl (DCM). Reaction conditions: time 8 hour. Product: BrC(C1=CC=CC=C1)P(OC)(OC)=O (dimethyl [bromo(phenyl)methyl]phosphonate). Isolated yield 88.2%. Reaction SMILES: O[CH:2]([P:9](=[O:14])([O:12][CH3:13])[O:10][CH3:11])[C:3]1[CH:8]=[CH:7][CH:6]=[CH:5][CH:4]=1.N1C=CC=CC=1.S(Br)([Br:23])=O>C(Cl)Cl>[Br:23][CH:2]([P:9](=[O:14])([O:12][CH3:13])[O:10][CH3:11])[C:3]1[CH:8]=[CH:7][CH:6]=[CH:5][CH:4]=1. Reported procedure: In a round bottom flask 4 (1 g, 4.63 mmol, 1 eq) was dissolved in dry DCM (10 mL) and dry pyridine (0.47 mL, 5.78 mmol, 1.25 eq) was added. Thionyl bromide (0.45 mL, 5.78 mmol, 1.25 eq) was then added to the round bottom flask under inert atmosphere. The round bottom flask was sealed with a septum, cooled in an ice bath and slowly allowed to come to room temperature overnight. The solvent was then evaporated and the crude product was dissolved in ethyl acetate. The organic layer was washed with ... Starting materials: CC1=CC(=NC=C1)N1CC2(CCN(C2)C(=O)OC(C)(C)C)CCC1 (tert-Butyl 7-(4-methyl-2-pyridyl)-2,7-diazaspiro[4.5]decane-2-carboxylate), Cl (hydrochloric acid). Run in CO (methanol). Conditions: time 8 hour. The product is Cl.Cl.CC1=CC(=NC=C1)N1CC2(CCNC2)CCC1 (7-(4-Methyl-2-pyridyl)-2,7-diazaspiro[4.5]decane dihydrochloride). As a reaction SMILES: [CH3:1][C:2]1[CH:7]=[CH:6][N:5]=[C:4]([N:8]2[CH2:24][CH2:23][CH2:22][C:10]3([CH2:14][N:13](C(OC(C)(C)C)=O)[CH2:12][CH2:11]3)[CH2:9]2)[CH:3]=1.[ClH:25]>CO>[ClH:25].[ClH:25].[CH3:1][C:2]1[CH:7]=[CH:6][N:5]=[C:4]([N:8]2[CH2:24][CH2:23][CH2:22][C:10]3([CH2:14][NH:13][CH2:12][CH2:11]3)[CH2:9]2)[CH:3]=1 |f:3.4.5|. Procedure: The residue of step A was dissolved in a mixture of methanol and hydrochloric acid (4M in dioxane, 5 ml) and stirred at room temperature overnight. The mixture was concentrated under reduced pressure to yield 79 mg of a solid (quantitive) that was used directly in the next step. Starting materials: COC(=O)CC1CSC(c2cc3cc(CCl)cc([N+](=O)[O-])c3[nH]2)=N1, [Cl-], [H-], [NH4+], [Na+], CN(C)C=O, Oc1ccccc1. The product is COC(=O)CC1CSC(c2cc3cc(COc4ccccc4)cc([N+](=O)[O-])c3[nH]2)=N1. As a reaction SMILES: [CH3:10][O:11][C:12]([CH2:13][CH:14]1[N:15]=[C:16]([c:19]2[nH:20][c:21]3[c:22]([N+:30](=[O:31])[O-:32])[cH:23][c:24]([CH2:28][Cl:29])[cH:25][c:26]3[cH:27]2)[S:17][CH2:18]1)=[O:33].[Cl-:34].[H-:9].[NH4+:35].[Na+:8].[O:36]=[CH:37][N:38]([CH3:39])[CH3:40].[OH:1][c:2]1[cH:3][cH:4][cH:5][cH:6][cH:7]1>>[O:1]([c:2]1[cH:3][cH:4][cH:5][cH:6][cH:7]1)[CH2:28][c:24]1[cH:23][c:22]([N+:30](=[O:31])[O-:32])[c:21]2[nH:20][c:19]([C:16]3=[N:15][CH:14]([CH2:13][C:12]([O:11][CH3:10])=[O:33])[CH2:18][S:17]3)[cH:27][c:26]2[cH:25]1. Starting materials: COCCN(C)c1cc(NC(=O)OC(C)(C)C)c(N)cc1Cl, Cc1cc(-c2cc(C(=O)CC(=O)OC(C)(C)C)ccn2)on1. Yields the product COCCN(C)c1cc(NC(=O)OC(C)(C)C)c(NC(=O)CC(=O)c2ccnc(-c3cc(C)no3)c2)cc1Cl. Reaction SMILES: [C:1]([CH3:2])([CH3:3])([CH3:4])[O:5][C:6]([NH:7][c:8]1[c:9]([NH2:21])[cH:10][c:11]([Cl:20])[c:12]([N:14]([CH3:15])[CH2:16][CH2:17][O:18][CH3:19])[cH:13]1)=[O:22].[C:23]([CH3:25])([CH3:26])([O:27][C:28](=[O:24])[CH2:29][C:30](=[O:31])[c:32]1[cH:33][c:34](-[c:38]2[cH:39][c:40]([CH3:43])[n:41][o:42]2)[n:35][cH:36][cH:37]1)[CH3:44]>>[C:1]([CH3:2])([CH3:3])([CH3:4])[O:5][C:6]([NH:7][c:8]1[c:9]([NH:21][C:28](=[O:27])[CH2:29][C:30](=[O:31])[c:32]2[cH:33][c:34](-[c:38]3[cH:39][c:40]([CH3:43])[n:41][o:42]3)[n:35][cH:36][cH:37]2)[cH:10][c:11]([Cl:20])[c:12]([N:14]([CH3:15])[CH2:16][CH2:17][O:18][CH3:19])[cH:13]1)=[O:22]. The product is C(CCCCCCCCC)S.SC(CCCCC)O (DT MH). Procedure: The SAM functionalized SERS active surfaces were prepared in two steps, as shown in FIG. 26. First, AgFON surfaces were fabricated by drop-coating 10 μl of 390 nm diameter nanosphere solution onto clean copper substrates, and then depositing a 200-nm-thick Ag film onto the nanosphere mask. The AgFON substrates were then incubated in 1 mM decanethiol (DT) for 45 minutes and subsequently transferred to 1 mM mercaptohexanol (MH) solution for at least 12 hours to form a mixed DT/MH SAM. The substrat... Solvent: C(CCCCCCCCC)S (decanethiol). Reaction SMILES: [SH:1][CH:2]([OH:8])[CH2:3][CH2:4][CH2:5][CH2:6][CH3:7]>C(S)CCCCCCCCC.[Cu]>[CH2:2]([SH:1])[CH2:3][CH2:4][CH2:5][CH2:6][CH2:7][CH2:2][CH2:3][CH2:4][CH3:5].[SH:1][CH:2]([OH:8])[CH2:3][CH2:4][CH2:5][CH2:6][CH3:7] |f:3.4|. Starting materials: SC(CCCCC)O (mercaptohexanol). The reagents and catalysts are [Cu] (copper). The reactants are FC1=CC=C(C=C1)B(O)O (4-fluorobenzeneboronic acid), Cl.BrC1=CC=NC=C1 (4-bromopyridine hydrochloride), [1,4-butanediylbis(diphenylphosphine-κP)]dichloropalladium, C([O-])([O-])=O.[Na+].[Na+] (sodium carbonate). Solvent: COCCOC (1,2-dimethoxyethane). Reaction conditions: temperature 80 celsius, time 24 hour. Product: FC1=CC=C(C=C1)C1=CC=NC=C1 (4-(4-Fluorophenyl)pyridine). Isolated yield 117.5%. Reaction SMILES: [F:1][C:2]1[CH:7]=[CH:6][C:5](B(O)O)=[CH:4][CH:3]=1.Cl.Br[C:13]1[CH:18]=[CH:17][N:16]=[CH:15][CH:14]=1.C(=O)([O-])[O-].[Na+].[Na+]>COCCOC>[F:1][C:2]1[CH:7]=[CH:6][C:5]([C:13]2[CH:18]=[CH:17][N:16]=[CH:15][CH:14]=2)=[CH:4][CH:3]=1 |f:1.2,3.4.5|. Procedure: A mixture of 4-fluorobenzeneboronic acid (38.7 g, 276 mmol), 4-bromopyridine hydrochloride (48.9 g, 250 mmol), [1,4-butanediylbis(diphenylphosphine-κP)]dichloropalladium (Organometallics 1998, 17, 661; 1.52 g, 2.5 mmol), 1,2-dimethoxyethane (500 mL) and sodium carbonate solution (2M, 440 mL) was degassed with bubbling nitrogen and stirred at 80° C. for 24 hours. The mixture was cooled and extracted with ethyl acetate. The combined organic fractions were dried (MgSO4) and the solvent was evaporat...